The task is: describe an organic reaction: reactants, conditions, products, and yield. This data is from the Open Reaction Database (ORD), a public repository of structured organic reaction records. Starting materials: [Li]CCCC, CCC(C=O)CC, c1ccc(COn2cccn2)cc1, C1CCOC1. Product: CCC(CC)C(O)c1ccnn1OCc1ccccc1. Reaction SMILES: [CH2:14]([Li:15])[CH2:16][CH2:17][CH3:18].[CH2:19]([CH3:20])[CH:21]([CH:22]=[O:23])[CH2:24][CH3:25].[CH2:1]([c:2]1[cH:3][cH:4][cH:5][cH:6][cH:7]1)[O:8][n:9]1[n:10][cH:11][cH:12][cH:13]1.[CH2:26]1[O:27][CH2:28][CH2:29][CH2:30]1>>[CH2:1]([c:2]1[cH:3][cH:4][cH:5][cH:6][cH:7]1)[O:8][n:9]1[n:10][cH:11][cH:12][c:13]1[CH:22]([CH:21]([CH2:19][CH3:20])[CH2:24][CH3:25])[OH:23]. Reactants: C(C)OC(C1=CC(=CC=C1)SC1=C(NC2=C(C(=CC=C12)Cl)C)C)=O (3-(6-Chloro-2,7-dimethyl-1H-indol-3-ylsulfanyl)-benzoic acid ethyl ester), BrC=1C=NN(C1)CC (4-bromo-1-ethyl-1H-pyrazole). Product: C(C)OC(C1=CC(=CC=C1)SC1=C(N(C2=C(C(=CC=C12)Cl)C)C=1C=NN(C1)CC)C)=O (3-[6-Chloro-1-(1-ethyl-1H-pyrazol-4-yl)-2,7-dimethyl-1H-indol-3-ylsulfanyl]-benzoic acid ethyl ester). RXN SMILES: [CH2:1]([O:3][C:4](=[O:24])[C:5]1[CH:10]=[CH:9][CH:8]=[C:7]([S:11][C:12]2[C:20]3[C:15](=[C:16]([CH3:22])[C:17]([Cl:21])=[CH:18][CH:19]=3)[NH:14][C:13]=2[CH3:23])[CH:6]=1)[CH3:2].Br[C:26]1[CH:27]=[N:28][N:29]([CH2:31][CH3:32])[CH:30]=1>>[CH2:1]([O:3][C:4](=[O:24])[C:5]1[CH:10]=[CH:9][CH:8]=[C:7]([S:11][C:12]2[C:20]3[C:15](=[C:16]([CH3:22])[C:17]([Cl:21])=[CH:18][CH:19]=3)[N:14]([C:26]3[CH:27]=[N:28][N:29]([CH2:31][CH3:32])[CH:30]=3)[C:13]=2[CH3:23])[CH:6]=1)[CH3:2]. Reported procedure: Prepared according to the procedure described in Example 55, Step 2 using the following starting materials: 3-(6-Chloro-2,7-dimethyl-1H-indol-3-ylsulfanyl)-benzoic acid ethyl ester and 4-bromo-1-ethyl-1H-pyrazole.